From a dataset of the Open Reaction Database (ORD), a public repository of structured organic reaction records. describe an organic reaction: reactants, conditions, products, and yield The reactants are O=C(O)c1ccccc1C(=O)c1ccccc1, O, O=S(=O)(O)O. Product: O=C1c2ccccc2C(=O)c2ccccc21. RXN SMILES: [C:1]([c:2]1[cH:3][cH:4][cH:5][cH:6][cH:7]1)(=[O:8])[c:9]1[c:10]([C:11](=[O:12])[OH:13])[cH:14][cH:15][cH:16][cH:17]1.[OH2:18].[S:19](=[O:20])(=[O:21])([OH:22])[OH:23]>>[C:1]1(=[O:8])[c:2]2[cH:3][cH:4][cH:5][cH:6][c:7]2[C:11](=[O:12])[c:10]2[c:9]1[cH:17][cH:16][cH:15][cH:14]2. The reactants are C(C1=CC=CC=C1)NC1=C(C=C(C=C1)C(F)(F)F)S(=O)(=O)N (2-benzylamino-5-trifluoromethylbenzenesulfonamide), [H][H] (hydrogen). The reagents and catalysts are [Pd] (Pd/C). Solvent: CO (methanol). Product: NC1=C(C=C(C=C1)C(F)(F)F)S(=O)(=O)N (2-Amino-5-trifluoromethylbenzenesulfonamide). The yield is 94.2%. RXN SMILES: C([NH:8][C:9]1[CH:14]=[CH:13][C:12]([C:15]([F:18])([F:17])[F:16])=[CH:11][C:10]=1[S:19]([NH2:22])(=[O:21])=[O:20])C1C=CC=CC=1.[H][H]>CO.[Pd]>[NH2:8][C:9]1[CH:14]=[CH:13][C:12]([C:15]([F:17])([F:16])[F:18])=[CH:11][C:10]=1[S:19]([NH2:22])(=[O:21])=[O:20]. Procedure: A solution of 2-benzylamino-5-trifluoromethylbenzenesulfonamide (7.3 g) in methanol (80 mL) was supplemented with 10% Pd/C (0.73 g) and submitted to hydrogen under pressure (4 bars) during 90 min. at room temperature. The insoluble material was removed by filtration and the filtrate was concentrated to dryness. The residue was crystallized in methanol-water to give the title compound (yield: 5 g); m.p. 142-143° C.